The task is: describe an organic reaction: reactants, conditions, products, and yield. This data is from the Open Reaction Database (ORD), a public repository of structured organic reaction records. The reactants are BrC=1C=C2C=NN(C2=CC1)C (5-bromo-1-methyl-1H-indazole), C(CCC)[Li] (n-butyllithium), C(C(=O)OCC)(=O)OCC (diethyl oxalate). Run in C1CCOC1 (THF), C1CCOC1 (THF). Conditions: temperature 25 celsius, time 20 minute. Yields the product CN1N=CC2=CC(=CC=C12)C(C(=O)OCC)=O (ethyl 2-(1-methyl-1H-indazol-5-yl)-2-oxoacetate). Reaction SMILES: Br[C:2]1[CH:3]=[C:4]2[C:8](=[CH:9][CH:10]=1)[N:7]([CH3:11])[N:6]=[CH:5]2.C([Li])CCC.[C:17](OCC)(=[O:23])[C:18]([O:20][CH2:21][CH3:22])=[O:19]>C1COCC1>[CH3:11][N:7]1[C:8]2[C:4](=[CH:3][C:2]([C:17](=[O:23])[C:18]([O:20][CH2:21][CH3:22])=[O:19])=[CH:10][CH:9]=2)[CH:5]=[N:6]1. Procedure details: To a solution of 5-bromo-1-methyl-1H-indazole (Aldrich, 1.06 g, 5 mmol) in THF (22 mL) at −78° C. was added n-butyllithium (2.2 mL, 2.5 M, 5.5 mmol) slowly. The mixture was stirred for 20 minutes, and the solution of diethyl oxalate (0.68 mL, 5.0 mmol) in THF (5 mL) was added over one minute period. The reaction was kept at −78° C. for 40 minutes, and was quenched with saturated ammonium chloride solution and warmed to 25° C. The mixture was extracted with ethyl acetate, and the organic phase wa... The reactants are CCOP(=O)(CC(=O)OC(C)(C)C)OCC, C1CCOC1, [H-], [Na+], O=CCCCCc1ccccc1. Yields the product CC(C)(C)OC(=O)C=CCCCCc1ccccc1. Reaction SMILES: [CH2:1]([O:2][P:3]([O:4][CH2:5][CH3:6])(=[O:7])[CH2:9][C:10](=[O:11])[O:12][C:13]([CH3:14])([CH3:15])[CH3:16])[CH3:8].[CH2:31]1[O:32][CH2:33][CH2:34][CH2:35]1.[H-:18].[Na+:17].[c:19]1([CH2:25][CH2:26][CH2:27][CH2:28][CH:29]=[O:30])[cH:20][cH:21][cH:22][cH:23][cH:24]1>>[CH:9]([C:10](=[O:11])[O:12][C:13]([CH3:14])([CH3:15])[CH3:16])=[CH:29][CH2:28][CH2:27][CH2:26][CH2:25][c:19]1[cH:20][cH:21][cH:22][cH:23][cH:24]1. Starting materials: BrC1=CC=C2C=CC(=NC2=C1)\C(\C)=N\[S@](=O)C(C)(C)C ((R)-2-methyl-propane-2-sulfinic acid [1-(7-bromo-quinolin-2-yl)-eth-(E)-ylidene]-amide), C1[C@H]([C@H](C2=CC=CC=C21)N)O ((1S,2R)-(−)-cis-1-amino-2-indanol), CC(C)([O-])C.[K+] (potassium tert-butoxide). Reagents/catalysts: C(C)(C)[C@H]1C(N[C@H](C(N2CCC[C@@H](C(N[C@@H](C3=CC=CC(/C=C/CC[C@H]([C@H](C(N1)=O)C)OCC(F)(F)F)=C3)C)=O)N2)=O)C)=O ((E)-(2R,5S,11S,14S,17R,18R)-14-Isopropyl-2,11,17-trimethyl-18-(2,2,2-trifluoro-ethoxy)-3,9,12,15,28-pentaaza-tricyclo[21.3.1.1*5,9*]octacosa-1(26),21,23(27),24-tetraene-4,10,13,16-tetraone). The solvent is CC(C)O (2-propanol), CC(C)O (2-propanol), CC(C)O (2-propanol). Reaction conditions: temperature 90 celsius. Product: BrC1=CC=C2C=CC(=NC2=C1)[C@@H](C)N[S@](=O)C(C)(C)C ((R)-2-Methyl-propane-2-sulfinic acid [(R)-1-(7-bromo-quinolin-2-yl)-ethyl]-amide). Isolated yield 63.6%. Reaction SMILES: C1C2C(=CC=CC=2)[C@H](N)[C@@H]1O.[Br:12][C:13]1[CH:22]=[C:21]2[C:16]([CH:17]=[CH:18][C:19](/[C:23](=[N:25]/[S@@:26]([C:28]([CH3:31])([CH3:30])[CH3:29])=[O:27])/[CH3:24])=[N:20]2)=[CH:15][CH:14]=1.CC(C)([O-])C.[K+]>CC(O)C.C([C@@H]1NC(=O)[C@H](C)[C@H](OCC(F)(F)F)CCC=CC2=CC(=CC=C2)[C@@H](C)NC(=O)[C@H]2NN(CCC2)C(=O)[C@H](C)NC1=O)(C)C>[Br:12][C:13]1[CH:22]=[C:21]2[C:16]([CH:17]=[CH:18][C:19]([C@H:23]([NH:25][S@@:26]([C:28]([CH3:29])([CH3:31])[CH3:30])=[O:27])[CH3:24])=[N:20]2)=[CH:15][CH:14]=1 |f:2.3|. Reported procedure: A mixture of (1S,2R)-(−)-cis-1-amino-2-indanol (19 mg, 0.13 mmol), [Ru (p-cymen) Cl2]2 (39 mg, 0.064 mmol) and powdered 4 Å Molecular Sieves (0.7 g) was suspended in anhydrous 2-propanol (3 mL) and stirred under nitrogen. The suspension was heated at 90° C. for 30 minutes. The reaction mixture was cooled to 40° C. and a solution of (R)-2-methyl-propane-2-sulfinic acid [1-(7-bromo-quinolin-2-yl)-eth-(E)-ylidene]-amide (448 mg, 1.27 mmol) in 2-propanol (9 mL) was added followed by a solution of po... Reactants: O=C([O-])[O-], CS(C)=O, COc1cc2nccc(Cl)c2cc1OC, Cl, [Cs+], [Cs+], O, O=C(O)c1cccc2cc(O)ccc12. The product is Cl, COc1cc2nccc(Oc3ccc4c(C(=O)O)cccc4c3)c2cc1OC. As a reaction SMILES: [C:30](=[O:31])([O-:32])[O-:33].[CH3:37][S:38]([CH3:39])=[O:40].[Cl:15][c:16]1[cH:17][cH:18][n:19][c:20]2[cH:21][c:22]([O:28][CH3:29])[c:23]([O:26][CH3:27])[cH:24][c:25]12.[ClH:36].[Cs+:34].[Cs+:35].[OH2:41].[OH:1][c:2]1[cH:3][c:4]2[cH:5][cH:6][cH:7][c:8]([C:12](=[O:13])[OH:14])[c:9]2[cH:10][cH:11]1>>[ClH:15].[O:1]([c:2]1[cH:3][c:4]2[cH:5][cH:6][cH:7][c:8]([C:12](=[O:13])[OH:14])[c:9]2[cH:10][cH:11]1)[c:16]1[cH:17][cH:18][n:19][c:20]2[cH:21][c:22]([O:28][CH3:29])[c:23]([O:26][CH3:27])[cH:24][c:25]12. Reactants: C(CC)N1C(N)=NC=2N(C=NC2C1=O)COC(CO)CO (1-propyl-9-(1,3-dihydroxy-2-propoxymethyl)guanine), CI (methyl iodide), [I-].C(CC)N1C(N)=NC=2N(CN(C2C1=O)C)COC(CCO)O (1-propyl-7-methyl-9(1,3-dihydroxypropoxymethyl)guanine iodide). Solvent: CN(C)C=O (DMF). Yields the product [I-].C(CC)N1C(N)=NC=2N(CN(C2C1=O)C)COC(CO)CO (1-Propyl-7-methyl-9-(1,3-dihydroxy-2-propoxymethyl)guanine iodide). Reaction SMILES: [CH2:1]([N:4]1[C:13](=[O:14])[C:12]2[N:11]=[CH:10][N:9]([CH2:15][O:16][CH:17]([CH2:20][OH:21])[CH2:18][OH:19])[C:8]=2[N:7]=[C:5]1[NH2:6])[CH2:2][CH3:3].C[I:23].[I-].[CH2:25](N1C(=O)C2N(C)CN(COC(O)CCO)C=2N=C1N)CC>CN(C=O)C>[I-:23].[CH2:1]([N:4]1[C:13](=[O:14])[C:12]2[N:11]([CH3:25])[CH2:10][N:9]([CH2:15][O:16][CH:17]([CH2:20][OH:21])[CH2:18][OH:19])[C:8]=2[N:7]=[C:5]1[NH2:6])[CH2:2][CH3:3] |f:2.3,5.6|. Procedure: Following the method of Example 5, using 1-propyl-9-(1,3-dihydroxy-2-propoxymethyl)guanine and methyl iodide in DMF at 60° C. overnight, prepare 1-propyl-7-methyl-9(1,3-dihydroxypropoxymethyl)guanine iodide. The reactants are FC=1C=C2C(=NNC2=CC1)I (5-fluoro-3-iodo-indazole), ClCCCO[Si](C)(C)C(C)(C)C ((3-chloropropoxy)tert-butyldimethylsilane), 31A. Product: O([Si](C)(C)C(C)(C)C)CCCN1N=C(C2=CC(=CC=C12)F)I (1-(3-tert-butyldimethylsiloxypropyl)-5-fluoro-3-iodo-1H-indazole). The yield is 79.0%. Reaction SMILES: [F:1][C:2]1[CH:3]=[C:4]2[C:8](=[CH:9][CH:10]=1)[NH:7][N:6]=[C:5]2[I:11].Cl[CH2:13][CH2:14][CH2:15][O:16][Si:17]([C:20]([CH3:23])([CH3:22])[CH3:21])([CH3:19])[CH3:18]>>[O:16]([CH2:15][CH2:14][CH2:13][N:7]1[C:8]2[C:4](=[CH:3][C:2]([F:1])=[CH:10][CH:9]=2)[C:5]([I:11])=[N:6]1)[Si:17]([C:20]([CH3:22])([CH3:21])[CH3:23])([CH3:18])[CH3:19]. Procedure: The title compound was prepared from 5-fluoro-3-iodo-indazole and (3-chloropropoxy)tert-butyldimethylsilane (Org. Lett., 2000, 3473) in 79% yield according to the general procedure for Preparation 31A. The minor isomer was not isolated or characterized. 1H NMR (400 MHz, CDCl3): δ 0.06 (6H, s), 0.89 (9H, s), 2.07-2.13 (2H, m), 3.55 (2H, t, J=6.0 Hz), 4.49 (2H, t, J=6.0 Hz), 7.10 (1H, dd, J=2.4, 8.4 Hz), 7.18 (1H, td, J=2.4, 8.8 Hz), 7.40 (1H, dd, J=4.0, 8.8 Hz).